From a dataset of the Open Reaction Database (ORD), a public repository of structured organic reaction records. describe an organic reaction: reactants, conditions, products, and yield Starting materials: C11H10N2O3 H+, C(C)(C)NC(C)C (N,N-diisopropylamine), [Li]CCCC (BuLi), [NH4+].[Cl-] (NH4Cl), C(C)(C)(C)OC(CCC(=O)OC(C)(C)C)=O (di-tert-butylsuccinate), C(=O)C=1C(=NC=CC1C)NC(C(C)(C)C)=O (3-formyl-4-methyl-2-(pivaloylamino)-pyridine). Run in C(C)OCC (diethyl ether), C(C)OCC (diethyl ether), C1CCOC1 (THF). Conditions: time 30 minute. The product is CC1=C2C=C(C(NC2=NC=C1)=O)CC(=O)O ((5-Methyl-1,8-naphthyridin-2(1H)-on-3-yl)acetic Acid). Reaction SMILES: C(NC(C)C)(C)C.[Li]CCCC.C(O[C:18](=[O:28])[CH2:19][CH2:20][C:21]([O:23]C(C)(C)C)=[O:22])(C)(C)C.[CH:29]([C:31]1[C:32]([NH:38]C(=O)C(C)(C)C)=[N:33][CH:34]=[CH:35][C:36]=1[CH3:37])=O.[NH4+].[Cl-]>C(OCC)C.C1COCC1>[CH3:37][C:36]1[CH:35]=[CH:34][N:33]=[C:32]2[C:31]=1[CH:29]=[C:19]([CH2:20][C:21]([OH:23])=[O:22])[C:18](=[O:28])[NH:38]2 |f:4.5|. Procedure details: To a precooled solution of N,N-diisopropylamine (6.2 mL, 0.044 mol) in diethyl ether (125 mL, dried over molecular seives) was added BuLi (2.5 M in hexanes) (17.8 mL, 0,044 mol) and the resulting solution was stirred at rt. for 15 minutes whereafter di-tert-butylsuccinate (5.35 g, 23 mmol) dissolved in diethyl ether (10 mL, dried over molecular seives) was slowly added. After 30 min at −78° C., 3-formyl-4-methyl-2-(pivaloylamino)-pyridine (4.65 g, 21.0 mmol) dissolved in THF (10 mL, LAB-SCAN C25... The reactants are [Cl-].[NH4+] (ammonium chloride), ON1N=NC2=C1C=CC=C2 (1-Hydroxybenzotriazole), Cl.CN(CCCN=C=NCC)C (1-(3-dimethylaminopropyl)-3-ethylcarbodiimide hydrochloride), N1CCOCC1 (morpholine), C(C)(C)(C)OC(=O)N[C@H]1CN(CCC1)C1=C(C=2N(C(N(C(C2N1CC1=C(C=CC=C1)Cl)=O)C)=O)C)C(=O)O (6-{(3R)-3-[(tertbutoxycarbonyl)amino]piperidin-1-yl}-5-(2-chlorobenzyl)-1,3-dimethyl-2,4-dioxo-2,3,4,5-tetrahydro-1H-pyrrolo[3,2-d]pyrimidine-7-carboxylic acid). Solvent: CN(C=O)C (N,N-dimethylformamide), C(C)N(CC)CC (triethylamine). Run at temperature 25 celsius, time 20 hour. The product is ClC1=C(CN2C(=C(C=3N(C(N(C(C32)=O)C)=O)C)C(=O)N3CCOCC3)N3C[C@@H](CCC3)NC(OC(C)(C)C)=O)C=CC=C1 (tert-Butyl {(3R)-1-[5-(2-chlorobenzyl)-1,3-dimethyl-7-(morpholin-4-ylcarbonyl)-2,4-dioxo-2,3,4,5-tetrahydro-1H-pyrrolo[3,2-d]pyrimidin-6-yl]piperidin-3-yl}carbamate). RXN SMILES: ON1C2C=CC=CC=2N=N1.Cl.CN(C)CCCN=C=NCC.[NH:23]1[CH2:28][CH2:27][O:26][CH2:25][CH2:24]1.[C:29]([O:33][C:34]([NH:36][C@@H:37]1[CH2:42][CH2:41][CH2:40][N:39]([C:43]2[N:51]([CH2:52][C:53]3[CH:58]=[CH:57][CH:56]=[CH:55][C:54]=3[Cl:59])[C:50]3[C:49](=[O:60])[N:48]([CH3:61])[C:47](=[O:62])[N:46]([CH3:63])[C:45]=3[C:44]=2[C:64](O)=[O:65])[CH2:38]1)=[O:35])([CH3:32])([CH3:31])[CH3:30].[Cl-].[NH4+]>CN(C)C=O.C(N(CC)CC)C>[Cl:59][C:54]1[CH:55]=[CH:56][CH:57]=[CH:58][C:53]=1[CH2:52][N:51]1[C:50]2[C:49](=[O:60])[N:48]([CH3:61])[C:47](=[O:62])[N:46]([CH3:63])[C:45]=2[C:44]([C:64]([N:23]2[CH2:28][CH2:27][O:26][CH2:25][CH2:24]2)=[O:65])=[C:43]1[N:39]1[CH2:40][CH2:41][CH2:42][C@@H:37]([NH:36][C:34](=[O:35])[O:33][C:29]([CH3:30])([CH3:31])[CH3:32])[CH2:38]1 |f:1.2,5.6|. Reported procedure: 1-Hydroxybenzotriazole (117 mg), 1-(3-dimethylaminopropyl)-3-ethylcarbodiimide hydrochloride (147 mg), triethylamine (0.21 ml) and morpholine (63 μl) were added to a solution of 6-{(3R)-3-[(tertbutoxycarbonyl)amino]piperidin-1-yl}-5-(2-chlorobenzyl)-1,3-dimethyl-2,4-dioxo-2,3,4,5-tetrahydro-1H-pyrrolo[3,2-d]pyrimidine-7-carboxylic acid (140 mg) in N,N-dimethylformamide (3 ml), and the resulting mixture was stirred at 25° C. for 20 hours. A saturated aqueous ammonium chloride solution was added t... Starting materials: O (water), [H-].[Al+3].[Li+].[H-].[H-].[H-] (lithium aluminum hydride), aqueous solution, [OH-].[Na+] (sodium hydroxide), O (water), C(C)OC(=O)N1CCC(CC1)CCC1=CC(=NC2=CC=CC=C12)C1=CC=CC=C1 (4-[2-(1-ethoxycarbonyl-4-piperidyl)-ethyl]-2-phenyl quinoline). Solvent: O1CCCC1 (tetrahydrofuran), O1CCCC1 (tetrahydrofuran). Conditions: temperature 0 celsius. The product is CN1CCC(CC1)CCC1=CC(=NC2=CC=CC=C12)C1=CC=CC=C1 (4-[2-(1-Methyl-4-Piperidyl)-Ethyl]-2-Phenyl-Quinoline). RXN SMILES: [H-].[Al+3].[Li+].[H-].[H-].[H-].C(O[C:10]([N:12]1[CH2:17][CH2:16][CH:15]([CH2:18][CH2:19][C:20]2[C:29]3[C:24](=[CH:25][CH:26]=[CH:27][CH:28]=3)[N:23]=[C:22]([C:30]3[CH:35]=[CH:34][CH:33]=[CH:32][CH:31]=3)[CH:21]=2)[CH2:14][CH2:13]1)=O)C.O.[OH-].[Na+]>O1CCCC1>[CH3:10][N:12]1[CH2:17][CH2:16][CH:15]([CH2:18][CH2:19][C:20]2[C:29]3[C:24](=[CH:25][CH:26]=[CH:27][CH:28]=3)[N:23]=[C:22]([C:30]3[CH:35]=[CH:34][CH:33]=[CH:32][CH:31]=3)[CH:21]=2)[CH2:14][CH2:13]1 |f:0.1.2.3.4.5,8.9|. Reported procedure: 5 g of lithium aluminum hydride was progressively introduced, incrementally, in 200 ml of dry tetrahydrofuran, under an atmosphere of nitrogen. The suspension obtained is cooled to 0° C., then a solution of 20 g of 4-[2-(1-ethoxycarbonyl-4-piperidyl)-ethyl]-2-phenyl quinoline in 200 ml of tetrahydrofuran is added drop by drop, the temperature of the reaction mixture being maintained below 30° C. After 4 hours of contact at the ambient temperature, there are introduced very slowly and successivel... Starting materials: C1CCOC1, C=CCc1nc(-c2ccc(OC)cc2)oc1C, [Na+], [OH-], O, OO. The product is COc1ccc(-c2nc(CCCO)c(C)o2)cc1. Reaction SMILES: [CH2:18]1[CH2:21][CH2:20][CH2:19][O:22]1.[CH2:1]([CH:2]=[CH2:3])[c:4]1[n:5][c:6](-[c:10]2[cH:11][cH:12][c:13]([O:16][CH3:17])[cH:14][cH:15]2)[o:7][c:8]1[CH3:9].[Na+:24].[OH-:23].[OH2:27].[OH:25][OH:26]>>[CH2:1]([CH2:2][CH2:3][OH:22])[c:4]1[n:5][c:6](-[c:10]2[cH:11][cH:12][c:13]([O:16][CH3:17])[cH:14][cH:15]2)[o:7][c:8]1[CH3:9]. Run at time 120 hour. The solvent is CN(C)C=O (DMF). Product: FCOC1=C(C=C(C(=O)OC)C=C1)C(F)(F)F (methyl 4-(Fluoromethoxy)-3-(trifluoromethyl)benzoate). Procedure details: To a cooled (−78° C.) mixture of methyl 4-hydroxy-3-(trifluoromethyl)benzoate (2.45 g, 11.13 mmol) and cesium carbonate (5.44 g, 16.7 mmol) in DMF in a pressure vessel was bubbled chlorofluoromethane (7.00 g, 102 mmol). The vessel was sealed and the reaction was stirred at room temperature for 120 h. The reaction was filtered through Celite®. The filtrate was diluted with EtOAc, washed with water (4 times), dried over MgSO4, filtered and concentrated under vacuum to give the title compound as a ... Yield: 86.9%. Starting materials: OC1=C(C=C(C(=O)OC)C=C1)C(F)(F)F (methyl 4-hydroxy-3-(trifluoromethyl)benzoate), C([O-])([O-])=O.[Cs+].[Cs+] (cesium carbonate), ClCF (chlorofluoromethane). Reaction SMILES: [OH:1][C:2]1[CH:11]=[CH:10][C:5]([C:6]([O:8][CH3:9])=[O:7])=[CH:4][C:3]=1[C:12]([F:15])([F:14])[F:13].C(=O)([O-])[O-].[Cs+].[Cs+].Cl[CH2:23][F:24]>CN(C=O)C>[F:24][CH2:23][O:1][C:2]1[CH:11]=[CH:10][C:5]([C:6]([O:8][CH3:9])=[O:7])=[CH:4][C:3]=1[C:12]([F:13])([F:14])[F:15] |f:1.2.3|. Starting materials: C(C)(=O)SCC(C(=O)N1CC2(C(CCC2=O)=O)C[C@H]1C(=O)O)SC ((8S)-7-[3-(Acetylthio)-2-methylthio-1-oxopropyl]-1,4-dioxo-7-azaspiro[4.4]nonane-8-carboxylic acid), N (ammonia). Product: SCC(C(=O)N1CC2(C(CCC2=O)=O)C[C@H]1C(=O)O)SC ((8S)-7-(3-mercapto-2-methylthio-1-oxopropyl)-1,4-dioxo-7-azaspiro[4.4]nonane-8-carboxylic acid). Reaction SMILES: C([S:4][CH2:5][CH:6]([S:23][CH3:24])[C:7]([N:9]1[C@H:19]([C:20]([OH:22])=[O:21])[CH2:18][C:11]2([C:15](=[O:16])[CH2:14][CH2:13][C:12]2=[O:17])[CH2:10]1)=[O:8])(=O)C.N>>[SH:4][CH2:5][CH:6]([S:23][CH3:24])[C:7]([N:9]1[C@H:19]([C:20]([OH:22])=[O:21])[CH2:18][C:11]2([C:15](=[O:16])[CH2:14][CH2:13][C:12]2=[O:17])[CH2:10]1)=[O:8]. Procedure details: The product from part (c) is treated with concentrated ammonia according to the procedure of Example 2 to yield (8S)-7-(3-mercapto-2-methylthio-1-oxopropyl)-1,4-dioxo-7-azaspiro[4.4]nonane-8-carboxylic acid. The reactants are COC(=O)C(CC1(C)CCCCC1)NC(=O)OCc1ccccc1, CO, [K+], [OH-], O. Yields the product CC1(CC(NC(=O)OCc2ccccc2)C(=O)O)CCCCC1. As a reaction SMILES: [CH2:1]([c:2]1[cH:3][cH:4][cH:5][cH:6][cH:7]1)[O:8][C:9](=[O:10])[NH:11][CH:12]([C:13](=[O:14])[O:15][CH3:16])[CH2:17][C:18]1([CH3:24])[CH2:19][CH2:20][CH2:21][CH2:22][CH2:23]1.[CH3:27][OH:28].[K+:26].[OH-:25].[OH2:29]>>[CH2:1]([c:2]1[cH:3][cH:4][cH:5][cH:6][cH:7]1)[O:8][C:9](=[O:10])[NH:11][CH:12]([C:13](=[O:14])[OH:15])[CH2:17][C:18]1([CH3:24])[CH2:19][CH2:20][CH2:21][CH2:22][CH2:23]1. Starting materials: C[O-].[Na+] (sodium methylate), 20.95, ClC=1N(S(N=C(N1)C)(=O)=O)CC (3-chloro-2-ethyl-5-methyl-2H-1,2,4,6-thiatriazine-1,1-dioxide). The solvent is O1CCCC1 (tetrahydrofuran). Yields the product 14.5, C(C)N1S(N=C(N=C1OC)C)(=O)=O (2-ethyl-5-methyl-3-methoxy-2H-1,2,4,6-thiatriazine-1,1-dioxide). Reaction SMILES: [CH3:1][O-:2].[Na+].Cl[C:5]1[N:6]([CH2:14][CH3:15])[S:7](=[O:13])(=[O:12])[N:8]=[C:9]([CH3:11])[N:10]=1>O1CCCC1>[CH2:14]([N:6]1[C:5]([O:2][CH3:1])=[N:10][C:9]([CH3:11])=[N:8][S:7]1(=[O:13])=[O:12])[CH3:15] |f:0.1|. Procedure: 19.8 parts of 30 percent strength sodium methylate were added to a solution of 20.95 parts of 3-chloro-2-ethyl-5-methyl-2H-1,2,4,6-thiatriazine-1,1-dioxide in 120 parts of tetrahydrofuran at 20°-25° C. in the course of 10 minutes, while stirring. The reaction mixture was stirred for three hours at 25° C. and then concentrated, the residue was taken up in ethyl acetate, and the solution was extracted twice with dilute sodium carbonate solution. The organic phase was separated off, dried and chrom... The reactants are C(c1c2ccc(cc2[nH]n1)[Br])=O, CC1=CN=C(C=C1)N, [C-]#[N+]C1CCCCC1. Reagents/catalysts: O=C(O)C(F)(F)F (trifluoroacetic acid). The solvent is CC(C)O (isopropyl alcohol), CC(C)O (isopropylalcohol). Conditions: temperature 22 celsius, time 20 hour. Product: Cc1ccc2nc(c3c4ccc(cc4[nH]n3)[Br])c(NC3CCCCC3)n2c1. Isolated yield 5.1%. As a reaction SMILES: CC1=CC=C(N)N=C1.[C-]#[N+]C1CCCCC1.BrC1=CC=C2C(NN=C2C=O)=C1>>CC1=CN2C(C=C1)=NC(=C2NC1CCCCC1)C1=NNC2=CC(Br)=CC=C12. Reactants: FC=1C=C(C=CC1)C=1N(C2=C(C(=NC=C2)N)N1)C=1C=NC(=CC1)OC (2-(3Fluoropheyl)-1-(6-methoxy-3-pyridyl)-1H-imidazo [4,5-c]pyridine-4-amine). Solvent: Cl (hydrochloric acid). Reaction conditions: temperature 110 celsius, time 7.5 hour. The product is NC1=NC=CC2=C1N=C(N2C=2C=CC(NC2)=O)C2=CC(=CC=C2)F (5-[4-Amino-2-(3-fluorophenyl)-1H-imidazo[4,5-c]-pyridin-1-yl]-1,2-dihydro-2-pyridinone). Isolated yield 43.0%. RXN SMILES: [F:1][C:2]1[CH:3]=[C:4]([C:8]2[N:9]([C:18]3[CH:19]=[N:20][C:21]([O:24]C)=[CH:22][CH:23]=3)[C:10]3[CH:15]=[CH:14][N:13]=[C:12]([NH2:16])[C:11]=3[N:17]=2)[CH:5]=[CH:6][CH:7]=1>Cl>[NH2:16][C:12]1[C:11]2[N:17]=[C:8]([C:4]3[CH:5]=[CH:6][CH:7]=[C:2]([F:1])[CH:3]=3)[N:9]([C:18]3[CH:23]=[CH:22][C:21](=[O:24])[NH:20][CH:19]=3)[C:10]=2[CH:15]=[CH:14][N:13]=1. Procedure: A mixture of 2-(3-fluorophenyl)-1-(6-methoxy-3-pyridyl)-1H-imidazo[4,5-clpyridine-4-amine (290 mL) obtained in Example 42 and conc. hydrochloric acid (10 mL) was stirred at 110° C. for 7.5 hours. The reaction solution was evaporated, and the residue was purified by NH-form silica gel column chromatography, to give the title compound (120 mg, 43%)